From a dataset of the Open Reaction Database (ORD), a public repository of structured organic reaction records. describe an organic reaction: reactants, conditions, products, and yield The reactants are C(#N)C=1C=CC2=C(N=C(O2)CC2=C3C=CN(C3=C(C=C2OC)C)C(=O)OC(C)(C)C)C1 (tert-Butyl 4-((5-cyanobenzo[d]oxazol-2-yl)methyl)-5-methoxy-7-methyl-1H-indole-1-carboxylate), C1COCCOCCOCCOCCOCCO1 (18-crown-6), BrCC(=O)OC (methyl bromoacetate), CC(C)([O-])C.[K+] (potassium tert-butoxide). Solvent: C1CCOC1 (THF), C1CCOC1 (THF), C1CCOC1 (THF), C1CCOC1 (THF). Conditions: time 15 minute. Product: C(#N)C=1C=CC2=C(N=C(O2)C(CC(=O)OC)C2=C3C=CN(C3=C(C=C2OC)C)C(=O)OC(C)(C)C)C1 ((±)-tert-Butyl 4-(1-(5-cyanobenzo[d]oxazol-2-yl)-3-methoxy-3-oxopropyl)-5-methoxy-7-methyl-1H-indole-1-carboxylate). RXN SMILES: CC(C)([O-])C.[K+].[C:7]([C:9]1[CH:10]=[CH:11][C:12]2[O:16][C:15]([CH2:17][C:18]3[C:26]([O:27][CH3:28])=[CH:25][C:24]([CH3:29])=[C:23]4[C:19]=3[CH:20]=[CH:21][N:22]4[C:30]([O:32][C:33]([CH3:36])([CH3:35])[CH3:34])=[O:31])=[N:14][C:13]=2[CH:37]=1)#[N:8].C1OCCOCCOCCOCCOCCOC1.Br[CH2:57][C:58]([O:60][CH3:61])=[O:59]>C1COCC1>[C:7]([C:9]1[CH:10]=[CH:11][C:12]2[O:16][C:15]([CH:17]([C:18]3[C:26]([O:27][CH3:28])=[CH:25][C:24]([CH3:29])=[C:23]4[C:19]=3[CH:20]=[CH:21][N:22]4[C:30]([O:32][C:33]([CH3:34])([CH3:36])[CH3:35])=[O:31])[CH2:57][C:58]([O:60][CH3:61])=[O:59])=[N:14][C:13]=2[CH:37]=1)#[N:8] |f:0.1|. Procedure details: To a mixture of potassium tert-butoxide (108 mg, 0.958 mmol) in THF (0.715 mL) at −78° C. under nitrogen was added tert-butyl 4-((5-cyanobenzo[d]oxazol-2-yl)methyl)-5-methoxy-7-methyl-1H-indole-1-carboxylate (Example 144-A) (200 mg, 0.479 mmol) in THF (4.3 mL) under nitrogen. After stirring for 15 min a solution of 18-crown-6 (12.66 mg, 0.048 mmol) in THF (1.430 mL) was added to the mixture at the same temperature and stirred for another 15 min. Then a solution of methyl bromoacetate (0.618 mL, ... Reactants: CC(C)C[Al+]CC(C)C, CCCCCC, Cl, [H-], [Na+], C1CCOC1, [OH-], O, COC(=O)c1cccc2nnsc12. Yields the product OCc1cccc2nnsc12. RXN SMILES: [CH2:15]([Al+:16][CH2:17][CH:18]([CH3:19])[CH3:20])[CH:21]([CH3:22])[CH3:23].[CH3:32][CH2:33][CH2:34][CH2:35][CH2:36][CH3:37].[ClH:26].[H-:14].[Na+:25].[O:27]1[CH2:28][CH2:29][CH2:30][CH2:31]1.[OH-:24].[OH2:38].[s:1]1[n:2][n:3][c:4]2[c:5]1[c:6]([C:10](=[O:11])[O:12][CH3:13])[cH:7][cH:8][cH:9]2>>[s:1]1[n:2][n:3][c:4]2[c:5]1[c:6]([CH2:10][OH:11])[cH:7][cH:8][cH:9]2. The reactants are C1(=CC=CC=C1)CCNP(OCC)(OCC)=O (Diethyl N-(2-phenylethyl)-phosphoramidate), amine, Cl (hydrochloric acid), NCP(OCC)(OCC)=O (diethyl aminomethylphosphonate). The product is N1=CC=C(C=C1)CCN (2-(Pyridin-4-yl)-ethylamine). Isolated yield 47.5%. Reaction SMILES: [C:1]1([CH2:7][CH2:8][NH:9]P(=O)(OCC)OCC)[CH:6]=[CH:5]C=[CH:3][CH:2]=1.Cl.[NH2:19]CP(=O)(OCC)OCC>>[N:9]1[CH:5]=[CH:6][C:1]([CH2:2][CH2:3][NH2:19])=[CH:7][CH:8]=1. Procedure: Treatment of the phosphoramidate obtained in stage (d) with an aqueous solution of hydrochloric acid, under the conditions described in Example 1, gives, after rendering the mixture basic, 5.6 g. (yield: 47.5%, referred to the diethyl aminomethylphosphonate) of the desired amine in the form of a yellow oil which turns brown in air. Product: CS(=O)(=O)NC1=CC2=C(C(C=C(O2)C(=O)N=[N+]=[N-])=O)C=C1OC1=CC=CC=C1 (7-methylsulfonylamino-6-phenoxy-4H-1-benzopyran-4-one-2-carboxylic acid azide). The yield is 46.0%. Procedure details: 3.1 g of 7-methylsulfonylamino-6-phenoxy-4H-1-benzopyran-4-one-2-carboxylic acid chloride was dissolved in 80 ml of anhydrous tetrahydrofuran. This solution was dropwise added to 10 ml of an aqueous solution containing 1.26 g of sodium azide in 10 minutes at 5°-10° C. The mixture was stirred for 1.5 hours at 10°-20° C. The resulting crystal was collected by filtration to obtain 1.45 g (yield: 46%) of 7-methylsulfonylamino-6-phenoxy-4H-1-benzopyran-4-one-2-carboxylic acid azide having a melting p... Reactants: aqueous solution, CS(=O)(=O)NC1=CC2=C(C(C=C(O2)C(=O)Cl)=O)C=C1OC1=CC=CC=C1 (7-methylsulfonylamino-6-phenoxy-4H-1-benzopyran-4-one-2-carboxylic acid chloride), [N-]=[N+]=[N-].[Na+] (sodium azide). Solvent: O1CCCC1 (tetrahydrofuran). As a reaction SMILES: [CH3:1][S:2]([NH:5][C:6]1[C:19]([O:20][C:21]2[CH:26]=[CH:25][CH:24]=[CH:23][CH:22]=2)=[CH:18][C:9]2[C:10](=[O:17])[CH:11]=[C:12]([C:14](Cl)=[O:15])[O:13][C:8]=2[CH:7]=1)(=[O:4])=[O:3].[N-:27]=[N+:28]=[N-:29].[Na+]>O1CCCC1>[CH3:1][S:2]([NH:5][C:6]1[C:19]([O:20][C:21]2[CH:26]=[CH:25][CH:24]=[CH:23][CH:22]=2)=[CH:18][C:9]2[C:10](=[O:17])[CH:11]=[C:12]([C:14]([N:27]=[N+:28]=[N-:29])=[O:15])[O:13][C:8]=2[CH:7]=1)(=[O:4])=[O:3] |f:1.2|. Run at time 1.5 hour. The reactants are C(C)OC(/C(/C=1SC(=CC1)OCCOC1=CC2=CC=CC=C2C=C1)=N/OCC)=O ((Z)-alpha-(ethoxyimino)-5-[2-(2-naphthalenyloxy) ethoxy]-2-thiopheneacetic acid ethyl ester), [OH-].[Na+] (sodium hydroxide). Run in CO (methanol), O1CCCC1 (tetrahydrofuran). Reaction conditions: temperature 55 celsius. Product: C(C)O\N=C(\C(=O)O)/C=1SC(=CC1)OCCOC1=CC2=CC=CC=C2C=C1 (Z-alpha-(ethoxyimino)-5-[2-(2-naphthalenyloxy)ethoxy]-2-thiopheneacetic acid). RXN SMILES: C([O:3][C:4](=[O:29])/[C:5](=[N:25]/[O:26][CH2:27][CH3:28])/[C:6]1[S:7][C:8]([O:11][CH2:12][CH2:13][O:14][C:15]2[CH:24]=[CH:23][C:22]3[C:17](=[CH:18][CH:19]=[CH:20][CH:21]=3)[CH:16]=2)=[CH:9][CH:10]=1)C.[OH-].[Na+]>CO.O1CCCC1>[CH2:27]([O:26]/[N:25]=[C:5](\[C:6]1[S:7][C:8]([O:11][CH2:12][CH2:13][O:14][C:15]2[CH:24]=[CH:23][C:22]3[C:17](=[CH:18][CH:19]=[CH:20][CH:21]=3)[CH:16]=2)=[CH:9][CH:10]=1)/[C:4]([OH:29])=[O:3])[CH3:28] |f:1.2|. Reported procedure: As in Example 306, a solution of (Z)-alpha-(ethoxyimino)-5-[2-(2-naphthalenyloxy) ethoxy]-2-thiopheneacetic acid ethyl ester (0. 141 g) in methanol (2 mL) and tetrahydrofuran (1 mL) was treated with 4N sodium hydroxide (0.5 mL) and the stirred mixture was heated at 55° C. for 30 minutes. After the normal work up, the product was crystallized from ethyl acetate-hexane to furnish 0.07 g of (Z-alpha-(ethoxyimino)-5-[2-(2-naphthalenyloxy)ethoxy]-2-thiopheneacetic acid, mp 114° C. (dec.). As a reaction SMILES: [CH3:12][CH:13]1[NH:14][CH2:15][CH2:16][NH:17][CH2:18]1.[Cl:1][c:2]1[n:3][cH:4][cH:5][cH:6][c:7]1[C:8]([F:9])([F:10])[F:11]>>[c:2]1([N:17]2[CH2:16][CH2:15][NH:14][CH:13]([CH3:12])[CH2:18]2)[n:3][cH:4][cH:5][cH:6][c:7]1[C:8]([F:9])([F:10])[F:11]. The product is CC1CN(c2ncccc2C(F)(F)F)CCN1. Starting materials: CC1CNCCN1, FC(F)(F)c1cccnc1Cl. The reactants are COC(=O)C(Cn1ccnc1N=CN(C)C)NC(=O)OCc1ccccc1, CO, [H][H]. Yields the product COC(=O)C(N)Cn1ccnc1N=CN(C)C. Reaction SMILES: [CH3:1][O:2][C:3]([CH:4]([NH:5][C:6]([O:7][CH2:8][c:9]1[cH:10][cH:11][cH:12][cH:13][cH:14]1)=[O:15])[CH2:16][n:17]1[c:18]([N:22]=[CH:23][N:24]([CH3:25])[CH3:26])[n:19][cH:20][cH:21]1)=[O:27].[CH3:30][OH:31].[H:28][H:29]>>[CH3:1][O:2][C:3]([CH:4]([NH2:5])[CH2:16][n:17]1[c:18]([N:22]=[CH:23][N:24]([CH3:25])[CH3:26])[n:19][cH:20][cH:21]1)=[O:27]. The reactants are OC1=C(C(=O)OC)C=CC(=C1)O (methyl 2,4-dihydroxybenzoate), C1(=CC=CC=C1)P(C1=CC=CC=C1)C1=CC=CC=C1 (triphenylphosphine), COCCO (2-methoxyethanol), N(=NC(=O)OCC)C(=O)OCC (diethyl azodicarboxylate). Solvent: O1CCCC1 (tetrahydrofuran), C(C)(=O)OCC (ethyl acetate). Run at time 1 hour. The product is OC1=C(C(=O)OC)C=CC(=C1)OCCOC (Methyl 2-hydroxy-4-(2-methoxyethoxy)benzoate). Isolated yield 87.5%. RXN SMILES: [OH:1][C:2]1[CH:11]=[C:10]([OH:12])[CH:9]=[CH:8][C:3]=1[C:4]([O:6][CH3:7])=[O:5].C1(P(C2C=CC=CC=2)C2C=CC=CC=2)C=CC=CC=1.[CH3:32][O:33][CH2:34][CH2:35]O.N(C(OCC)=O)=NC(OCC)=O>C(OCC)(=O)C.O1CCCC1>[OH:1][C:2]1[CH:11]=[C:10]([O:12][CH2:35][CH2:34][O:33][CH3:32])[CH:9]=[CH:8][C:3]=1[C:4]([O:6][CH3:7])=[O:5]. Procedure: To a 50 ml tetrahydrofuran solution of 4.0 g (23.8 mmol) of methyl 2,4-dihydroxybenzoate, 7.49 g (28.5 mmol) of triphenylphosphine, 2.25 ml (28.5 mmol) of 2-methoxyethanol, and 4.5 ml (28.5 mmol) of diethyl azodicarboxylate were slowly added at 0° C. The mixture was brought to room temperature, and stirred for 1 hour. Then, the reaction mixture was diluted with ethyl acetate, and washed with water and a saturated aqueous solution of sodium chloride. The washed system was dried over sodium sulfat... The reactants are N1(C=CC2=CC=CC=C12)C=1C(=NC=CC1)C#N (3-indol-1-yl-pyridine-2-carbonitrile). Reagents/catalysts: [Ni] (Raney nickel). Run in N (NH3). Conditions: time 4 hour. The product is N1(C=CC2=CC=CC=C12)C=1C(=NC=CC1)CN (C-(3-Indol-1-yl-pyridin-2-yl)-methylamine). The yield is 57.3%. Reaction SMILES: [N:1]1([C:10]2[C:11]([C:16]#[N:17])=[N:12][CH:13]=[CH:14][CH:15]=2)[C:9]2[C:4](=[CH:5][CH:6]=[CH:7][CH:8]=2)[CH:3]=[CH:2]1>N.[Ni]>[N:1]1([C:10]2[C:11]([CH2:16][NH2:17])=[N:12][CH:13]=[CH:14][CH:15]=2)[C:9]2[C:4](=[CH:5][CH:6]=[CH:7][CH:8]=2)[CH:3]=[CH:2]1. Procedure: A mixture of 3-indol-1-yl-pyridine-2-carbonitrile (164 mg, 0.75 mmol) in NH3 saturated MeOH (6 mL) was treated with Raney nickel (0.25 g), and placed under 40 psi H2 on a Parr shaker, for 4 h. The mixture was filtered through celite and the cake was washed with methanol. The eluant was concentrated under reduced pressure. Purification of the crude material by column chromatography on silica gel (CH2Cl2-MeOH, 96:4 then 9:1) provided 96 mg (57%) of C-(3-Indol-1-yl-pyridin-2-yl)-methylamine as a cl...